Dataset: the Open Reaction Database (ORD), a public repository of structured organic reaction records. Task: describe an organic reaction: reactants, conditions, products, and yield The reactants are ClCCl, O=C(O)C(F)(F)F, CC(C)(C)OC(=O)N1CC(CNC(=O)OCc2ccccc2)C1. The product is O=C(NCC1CNC1)OCc1ccccc1. As a reaction SMILES: [Cl:31][CH2:32][Cl:33].[F:24][C:25]([F:26])([F:27])[C:28]([OH:29])=[O:30].[c:1]1([CH2:7][O:8][C:9](=[O:10])[NH:11][CH2:12][CH:13]2[CH2:14][N:15]([C:17]([O:18][C:19]([CH3:20])([CH3:21])[CH3:22])=[O:23])[CH2:16]2)[cH:2][cH:3][cH:4][cH:5][cH:6]1>>[c:1]1([CH2:7][O:8][C:9](=[O:10])[NH:11][CH2:12][CH:13]2[CH2:14][NH:15][CH2:16]2)[cH:2][cH:3][cH:4][cH:5][cH:6]1.